Dataset: the Open Reaction Database (ORD), a public repository of structured organic reaction records. Task: describe an organic reaction: reactants, conditions, products, and yield Reactants: [O-]Cl, ClCCl, Cl, [Na+], CCCC(O)c1cc(-c2ccccc2)no1, c1ccncc1. Yields the product CCCC(=O)c1cc(-c2ccccc2)no1. Reaction SMILES: [Cl:17][O-:18].[Cl:27][CH2:28][Cl:29].[ClH:26].[Na+:19].[OH:1][CH:2]([CH2:3][CH2:4][CH3:5])[c:6]1[cH:7][c:8](-[c:11]2[cH:12][cH:13][cH:14][cH:15][cH:16]2)[n:9][o:10]1.[cH:20]1[cH:21][cH:22][n:23][cH:24][cH:25]1>>[O:1]=[C:2]([CH2:3][CH2:4][CH3:5])[c:6]1[cH:7][c:8](-[c:11]2[cH:12][cH:13][cH:14][cH:15][cH:16]2)[n:9][o:10]1. Starting materials: O=C([O-])O, [O-][Cl+3]([O-])([O-])[O-], [H][H], [Na+], O, Nc1cn[n+](-c2ccccc2)c(Cl)c1. Product: [O-][Cl+3]([O-])([O-])[O-], Nc1cc[n+](-c2ccccc2)nc1. As a reaction SMILES: [C:20](=[O:21])([OH:22])[O-:23].[Cl+3:1]([O-:2])([O-:3])([O-:4])[O-:5].[H:25][H:26].[Na+:24].[OH2:27].[c:6]1(-[n+:12]2[n:13][cH:14][c:15]([NH2:19])[cH:16][c:17]2[Cl:18])[cH:7][cH:8][cH:9][cH:10][cH:11]1>>[Cl+3:1]([O-:2])([O-:3])([O-:4])[O-:5].[c:6]1(-[n+:12]2[n:13][cH:14][c:15]([NH2:19])[cH:16][cH:17]2)[cH:7][cH:8][cH:9][cH:10][cH:11]1. Starting materials: CC1(C(=C(C1O)C1=CC=CC=C1)C1=CC=C(C=C1)S(=O)(=O)C)C (4,4-Dimethyl-3-(4-methylsulfonylphenyl)-2-phenyl-2-cyclobuten-1-ol), C(Cl)Cl (CH2Cl2). The reagents and catalysts are [Ag]=O (silver oxide). Product: CC1(C(=C(C1OC)C1=CC=CC=C1)C1=CC=C(C=C1)S(=O)(=O)C)C (4,4-Dimethyl-1-methoxy-3-(4-methylsulfonylphenyl)-2-phenyl-2-cyclobutene). As a reaction SMILES: [CH3:1][C:2]1([CH3:23])[CH:5]([OH:6])[C:4]([C:7]2[CH:12]=[CH:11][CH:10]=[CH:9][CH:8]=2)=[C:3]1[C:13]1[CH:18]=[CH:17][C:16]([S:19]([CH3:22])(=[O:21])=[O:20])=[CH:15][CH:14]=1.[CH2:24](Cl)Cl>[Ag]=O>[CH3:1][C:2]1([CH3:23])[CH:5]([O:6][CH3:24])[C:4]([C:7]2[CH:8]=[CH:9][CH:10]=[CH:11][CH:12]=2)=[C:3]1[C:13]1[CH:14]=[CH:15][C:16]([S:19]([CH3:22])(=[O:21])=[O:20])=[CH:17][CH:18]=1. Procedure: To a solution of Example 62 (70 mg) in CH2Cl2 (1 mL) at r.t., was added silver oxide (100 mg) and Mel (1 mL). The mixture was stirred reflux for 18 hr, cooled to r.t., filtered through celite® and the solvents evaporated. The residue was purified by flash chromatography (silica gel; hexane/EtOAc (85:15)) to give the title product as a white solid, m.p. 130°-132° C. Reactants: C(C)(CC)N1C[C@@H](N(CC1)C(=O)OC(C)(C)C)C(=O)N1CCN(CC1)C(=O)NC1=CC(=C(C=C1)Cl)Cl (tert-Butyl (2R)-4-sec-butyl-2-[(4-{[(3,4-dichlorophenyl)amino]carbonyl}piperazin-1-yl)carbonyl]piperazine-1-carboxylate), FC(C(=O)O)(F)F (trifluoroacetic acid). The solvent is ClCCl (dichloromethane). Reaction conditions: time 8 hour. Yields the product C(C)(CC)N1C[C@@H](NCC1)C(=O)N1CCN(CC1)C(=O)NC1=CC(=C(C=C1)Cl)Cl (4-{[(2R)-4-sec-butylpiperazin-2-yl]carbonyl}-N-(3,4-dichlorophenyl)piperazine-1-carboxamide). Isolated yield 67.0%. As a reaction SMILES: [CH:1]([N:5]1[CH2:10][CH2:9][N:8](C(OC(C)(C)C)=O)[C@@H:7]([C:18]([N:20]2[CH2:25][CH2:24][N:23]([C:26]([NH:28][C:29]3[CH:34]=[CH:33][C:32]([Cl:35])=[C:31]([Cl:36])[CH:30]=3)=[O:27])[CH2:22][CH2:21]2)=[O:19])[CH2:6]1)([CH2:3][CH3:4])[CH3:2].FC(F)(F)C(O)=O>ClCCl>[CH:1]([N:5]1[CH2:10][CH2:9][NH:8][C@@H:7]([C:18]([N:20]2[CH2:25][CH2:24][N:23]([C:26]([NH:28][C:29]3[CH:34]=[CH:33][C:32]([Cl:35])=[C:31]([Cl:36])[CH:30]=3)=[O:27])[CH2:22][CH2:21]2)=[O:19])[CH2:6]1)([CH2:3][CH3:4])[CH3:2]. Procedure details: tert-Butyl (2R)-4-sec-butyl-2-[(4-{[(3,4-dichlorophenyl)amino]carbonyl}piperazin-1-yl)carbonyl]piperazine-1-carboxylate (75 mg) was dissolved in dichloromethane (5 ml), trifluoroacetic acid (1 ml) was added and the mixture stirred at room temperature overnight. The mixture was partitioned between dichloromethane (75 ml) and saturated aqueous sodium bicarbonate (15 ml) and the organic layer concentrated in vacuo and adsorbed onto silica for purification by chromatography eluting with 0-20% methan... Starting materials: ClC1=CC=C(C=C1)C=1C(=CC=CC1)C(=O)O (4′-chlorobiphenylcarboxylic acid), CN(C)C1=NC=CC=C1 (dimethylaminopyridine), CN(C)CC1=NC2=CC=C(C=C2C=C1)NC(C)=O (N-[2-[(N,N-dimethylamino)methyl]-6-quinolinyl]acetamide), Cl.C(C)N=C=NCCCN(C)C (1-ethyl-3-(3-dimethylaminopropyl)-carbodiimide hydrochloride), C([O-])([O-])=O.[K+].[K+] (potassium carbonate). The solvent is CN(C=O)C (N,N-dimethylformamide), Cl (hydrochloric acid). Conditions: temperature 110 celsius, time 2 hour. Yields the product ClC1=CC=C(C=C1)C1=CC=C(C=C1)C(=O)NC=1C=C2C=CC(=NC2=CC1)CN(C)C (4′-Chloro-N-[2-[(N,N-dimethylamino)methyl]-6-quinolinyl][1,1′-biphenyl]-4-carboxamide). Isolated yield 49.2%. RXN SMILES: [CH3:1][N:2]([CH2:4][C:5]1[CH:14]=[CH:13][C:12]2[C:7](=[CH:8][CH:9]=[C:10]([NH:15][C:16](=[O:18])[CH3:17])[CH:11]=2)[N:6]=1)[CH3:3].[Cl:19][C:20]1[CH:25]=[CH:24][C:23]([C:26]2[C:27](C(O)=O)=[CH:28]C=[CH:30][CH:31]=2)=[CH:22][CH:21]=1.CN(C1C=CC=CN=1)C.Cl.C(N=C=NCCCN(C)C)C.C(=O)([O-])[O-].[K+].[K+]>Cl.CN(C)C=O>[Cl:19][C:20]1[CH:25]=[CH:24][C:23]([C:26]2[CH:27]=[CH:28][C:17]([C:16]([NH:15][C:10]3[CH:11]=[C:12]4[C:7](=[CH:8][CH:9]=3)[N:6]=[C:5]([CH2:4][N:2]([CH3:1])[CH3:3])[CH:14]=[CH:13]4)=[O:18])=[CH:30][CH:31]=2)=[CH:22][CH:21]=1 |f:3.4,5.6.7|. Procedure details: The N-[2-[(N,N-dimethylamino)methyl]-6-quinolinyl]acetamide (1.9 mg, 0.296 mmol) obtained in the above 1) was dissolved in concentrated hydrochloric acid (1.5 ml), and the solution was stirred at 110° C. for 2 hours. The solvent was distilled off under reduced pressure, an aqueous potassium carbonate solution was added to the residue, and the mixture was extracted with ethyl acetate. The extract was washed with an aqueous saturated sodium chloride solution, dried over anhydrous sodium sulfate, a... The reactants are Cl (hydrochloric acid), CC1(OCC2=C(O1)C=CC(=N2)C(CNC(C)(C)C)O)C (2,2-dimethyl-6-(1-hydroxy-2-t-butylaminoethyl)-4H-pyrido[3,2-d]-1,3-dioxin). Solvent: CO (methanol). Run at time 1.5 hour. The product is Cl.Cl.OCC1=NC(=CC=C1O)C(CNC(C)(C)C)O (2-Hydroxymethyl-3-hydroxy-6-(1-hydroxy-2-t-butylaminoethyl )pyridine dihydrochloride). As a reaction SMILES: [ClH:1].CC1(C)[O:8][C:7]2[CH:9]=[CH:10][C:11]([CH:13]([OH:20])[CH2:14][NH:15][C:16]([CH3:19])([CH3:18])[CH3:17])=[N:12][C:6]=2[CH2:5][O:4]1>CO>[ClH:1].[ClH:1].[OH:4][CH2:5][C:6]1[C:7]([OH:8])=[CH:9][CH:10]=[C:11]([CH:13]([OH:20])[CH2:14][NH:15][C:16]([CH3:18])([CH3:17])[CH3:19])[N:12]=1 |f:3.4.5|. Reported procedure: To 10 ml. of methanol and 10 ml. of 10% hydrochloric acid is added 227 mg. of 2,2-dimethyl-6-(1-hydroxy-2-t-butylaminoethyl)-4H-pyrido[3,2-d]-1,3-dioxin, and the resulting reaction mixture allowed to stir at room temperature for 1.5 hrs. Removal of the solvents under vacuum at 70° C. provides 230 mg. of the desired product, which is identical by nuclear magnetic resonance spectroscopy to the product in U.S. Pat. No. 3,700,681. The reactants are FC1=CC=C(C=C1)C1=CC=C(C=C1)C(CCC(=O)O)=O (4-(4'-fluoro-4-biphenylyl)-4-oxo-butyric acid), C1(CCCCC1)N (cyclohexylamine). The solvent is O (water). Product: FC1=CC=C(C=C1)C1=CC=C(C=C1)C(CCC(=O)O)O (4-(4'-Fluoro-4-biphenylyl)-4-hydroxy-butyric acid). Isolated yield 54.0%. Reaction SMILES: [F:1][C:2]1[CH:7]=[CH:6][C:5]([C:8]2[CH:13]=[CH:12][C:11]([C:14](=[O:20])[CH2:15][CH2:16][C:17]([OH:19])=[O:18])=[CH:10][CH:9]=2)=[CH:4][CH:3]=1.C1(N)CCCCC1>O>[F:1][C:2]1[CH:3]=[CH:4][C:5]([C:8]2[CH:13]=[CH:12][C:11]([CH:14]([OH:20])[CH2:15][CH2:16][C:17]([OH:19])=[O:18])=[CH:10][CH:9]=2)=[CH:6][CH:7]=1. Procedure details: Prepared analogous to Example 25 from 4-(4'-fluoro-4-biphenylyl)-4-oxo-butyric acid. Melting point of the cyclohexylamine salt: 175°-177° C. (from water). Yield 54% of theory.